Dataset: the Open Reaction Database (ORD), a public repository of structured organic reaction records. Task: describe an organic reaction: reactants, conditions, products, and yield Starting materials: N (ammonia), C(=O)(OC)C=1C=C(OCC(C)NCC(C2=CC=CC=C2)O)C=CC1O (α-[N-[2-(3-carbomethoxy-4-hydroxy-phenoxy)-1-methyl-ethyl]-aminomethyl]-benzyl alcohol). Solvent: O1CCOCC1 (dioxan). Conditions: time 65 hour. The product is C(N)(=O)C=1C=C(OCC(C)NCC(C2=CC=CC=C2)O)C=CC1O (α-[N-[2-(3-carbamoyl-4-hydroxy-phenoxy)-1-methyl-ethyl]aminomethyl]-benzyl alcohol). Reaction SMILES: [NH3:1].[C:2]([C:6]1[CH:7]=[C:8]([CH:23]=[CH:24][C:25]=1[OH:26])[O:9][CH2:10][CH:11]([NH:13][CH2:14][CH:15]([OH:22])[C:16]1[CH:21]=[CH:20][CH:19]=[CH:18][CH:17]=1)[CH3:12])(OC)=[O:3]>O1CCOCC1>[C:2]([C:6]1[CH:7]=[C:8]([CH:23]=[CH:24][C:25]=1[OH:26])[O:9][CH2:10][CH:11]([NH:13][CH2:14][CH:15]([OH:22])[C:16]1[CH:21]=[CH:20][CH:19]=[CH:18][CH:17]=1)[CH3:12])(=[O:3])[NH2:1]. Procedure details: 20 ml of concentrated ammonia solution are added to a solution of 1.7 g of crude α-[N-[2-(3-carbomethoxy-4-hydroxy-phenoxy)-1-methyl-ethyl]-aminomethyl]-benzyl alcohol in 10 ml of dioxan and the mixture is left to stand at room temperature for 60-70 hours. The reaction mixture is evaporated, the residue is dissolved in 75 ml of ethyl acetate and the solution is washed with 10 ml of saturated, aqueous sodium chloride solution. Evaporation of the organic phase yields crude α-[N-[2-(3-carbamoyl-4-h... Starting materials: C(C)OC(C(CC1=CC=C(C=C1)OCCNC1=NC2=C(SC3=C1C=CC=C3)C=CC=C2)OCC)=O (3-(4-[2-(Dibenzo[b,f]-1,4-thiazepin-11-ylamino)-ethoxy]-phenyl)-2-ethoxy-propanoic acid ethyl ester), [OH-].[Na+] (sodium hydroxide). Solvent: C(C)O (ethanol). The product is C1=CC=CC2=C1C(=NC1=C(S2)C=CC=C1)NCCOC1=CC=C(C=C1)CC(C(=O)O)OCC (3-(4-[2-(Dibenzo[b,f]-1,4-thiazepin-11-ylamino)-ethoxy]-phenyl)-2-ethoxy-propionic acid). Isolated yield 92.8%. As a reaction SMILES: C([O:3][C:4](=[O:35])[CH:5]([O:32][CH2:33][CH3:34])[CH2:6][C:7]1[CH:12]=[CH:11][C:10]([O:13][CH2:14][CH2:15][NH:16][C:17]2[C:23]3[CH:24]=[CH:25][CH:26]=[CH:27][C:22]=3[S:21][C:20]3[CH:28]=[CH:29][CH:30]=[CH:31][C:19]=3[N:18]=2)=[CH:9][CH:8]=1)C.[OH-].[Na+]>C(O)C>[CH:24]1[C:23]2[C:17]([NH:16][CH2:15][CH2:14][O:13][C:10]3[CH:9]=[CH:8][C:7]([CH2:6][CH:5]([O:32][CH2:33][CH3:34])[C:4]([OH:35])=[O:3])=[CH:12][CH:11]=3)=[N:18][C:19]3[CH:31]=[CH:30][CH:29]=[CH:28][C:20]=3[S:21][C:22]=2[CH:27]=[CH:26][CH:25]=1 |f:1.2|. Procedure: 3-(4-[2-(Dibenzo[b,f]-1,4-thiazepin-11-ylamino)-ethoxy]-phenyl)-2-ethoxy-propanoic acid ethyl ester (1.6 g, 3.26 mmol) was dissolved in ethanol (30 ml) and 20% sodium hydroxide (3 ml) was added. After 6 days ethanol was evaporated in vacuo, water (50 ml) and acetic acid (3 ml) were added, the product was filtered off and dried yielding 1.4 g (87%) of the title compound as hydrate. 1H NMR (250 MHz, DMSO-d6) δ7.3-7.6 (m, 6 H), 7.10-7.25 (m, 3 H), 6.82-7.15 (m+bs, 4-5 H), 4.26 (bt, J=4.9 Hz, 2 H), ... Reactants: [Li]CCCC, C1CCOC1, COC(=O)CCN1CCCN(Cc2ccc(S(C)(=O)=O)cc2)CC1, [Cl-], [NH4+], c1ccoc1, [Li]c1ccco1. The product is CS(=O)(=O)c1ccc(CN2CCCN(CCC(O)(c3ccco3)c3ccco3)CC2)cc1. RXN SMILES: [CH2:12]([Li:13])[CH2:14][CH2:15][CH3:16].[CH2:43]1[O:44][CH2:45][CH2:46][CH2:47]1.[CH3:17][S:18](=[O:19])(=[O:20])[c:21]1[cH:22][cH:23][c:24]([CH2:25][N:26]2[CH2:27][CH2:28][N:29]([CH2:33][CH2:34][C:35](=[O:36])[O:37][CH3:38])[CH2:30][CH2:31][CH2:32]2)[cH:39][cH:40]1.[Cl-:41].[NH4+:42].[cH:7]1[cH:8][cH:9][o:10][cH:11]1.[o:1]1[c:2]([Li:6])[cH:3][cH:4][cH:5]1>>[o:1]1[c:2]([C:35]([c:9]2[cH:8][cH:7][cH:11][o:10]2)([CH2:34][CH2:33][N:29]2[CH2:28][CH2:27][N:26]([CH2:25][c:24]3[cH:23][cH:22][c:21]([S:18]([CH3:17])(=[O:19])=[O:20])[cH:40][cH:39]3)[CH2:32][CH2:31][CH2:30]2)[OH:36])[cH:3][cH:4][cH:5]1.